From a dataset of the Open Reaction Database (ORD), a public repository of structured organic reaction records. describe an organic reaction: reactants, conditions, products, and yield Starting materials: O=C([O-])[O-], CN(C)C=O, COC(=O)c1ccc(-c2nc(CCl)c(C)o2)cc1, [K+], [K+], COc1cc(C=O)ccc1O, O. The product is COC(=O)c1ccc(-c2nc(COc3ccc(C=O)cc3OC)c(C)o2)cc1. Reaction SMILES: [C:19](=[O:20])([O-:21])[O-:22].[CH3:36][N:37]([CH3:38])[CH:39]=[O:40].[Cl:1][CH2:2][c:3]1[n:4][c:5](-[c:9]2[cH:10][cH:11][c:12]([C:13](=[O:14])[O:15][CH3:16])[cH:17][cH:18]2)[o:6][c:7]1[CH3:8].[K+:23].[K+:24].[O:25]=[CH:26][c:27]1[cH:28][c:29]([O:30][CH3:31])[c:32]([OH:33])[cH:34][cH:35]1.[OH2:41]>>[CH2:2]([c:3]1[n:4][c:5](-[c:9]2[cH:10][cH:11][c:12]([C:13](=[O:14])[O:15][CH3:16])[cH:17][cH:18]2)[o:6][c:7]1[CH3:8])[O:33][c:32]1[c:29]([O:30][CH3:31])[cH:28][c:27]([CH:26]=[O:25])[cH:35][cH:34]1. Starting materials: CO (methanol), COC=1C=C(C=CC1OC)C=CC(=O)C1=CC=C(C=C1)OCC(CN1CCN(CC1)C1=CC=CC=C1)O (3,4-Dimethoxy-4′-[2-hydroxy-3-(4-phenylpiperazin-1-yl)-propoxy]-chalcone). Product: OC(COC1=CC=C(C(C=CC2=CC=C(C=C2)OC)=O)C=C1)CNC(C)C (4′-[2-Hydroxy-3-iso-propylamino-propoxy]-4-methoxy-chalcone), O1C(COC2=CC=C(C(C=CC3=CC=C(C=C3)OC)=O)C=C2)C1 (4′-(2,3-Epoxy-propoxy)-4-methoxy-chalcone), C(C)(C)N (iso-propyl amine). RXN SMILES: CO[C:3]1[CH:4]=[C:5]([CH:11]=[CH:12][C:13]([C:15]2[CH:20]=[CH:19][C:18]([O:21][CH2:22][CH:23]([OH:37])[CH2:24][N:25]3CC[N:28]([C:31]4[CH:36]=CC=C[CH:32]=4)[CH2:27][CH2:26]3)=[CH:17][CH:16]=2)=[O:14])[CH:6]=[CH:7][C:8]=1[O:9][CH3:10].[CH3:38]O>>[OH:37][CH:23]([CH2:24][NH:25][CH:26]([CH3:27])[CH3:38])[CH2:22][O:21][C:18]1[CH:17]=[CH:16][C:15]([C:13](=[O:14])[CH:12]=[CH:11][C:5]2[CH:6]=[CH:7][C:8]([O:9][CH3:10])=[CH:3][CH:4]=2)=[CH:20][CH:19]=1.[O:37]1[CH2:24][CH:23]1[CH2:22][O:21][C:18]1[CH:17]=[CH:16][C:15]([C:13](=[O:14])[CH:12]=[CH:11][C:5]2[CH:4]=[CH:3][C:8]([O:9][CH3:10])=[CH:7][CH:6]=2)=[CH:20][CH:19]=1.[CH:31]([NH2:28])([CH3:36])[CH3:32]. Procedure details: In a similar manner to the preparation of 18, compound 23 was obtained from 4′-(2,3-epoxy-propoxy)-4-methoxy-chalcone, 13 (1 g, 3.2 mmol) and iso-propyl amine (1.36 mL, 16 mmol) in dry methanol (100 mL). Yield 700 mg (59%); mp 105-106° C.; MS (FAB) 370 (M++1); IR (KBr) 3420, 3289, 1654; 1H NMR (200 MHz, CDCl3) δ 8.02 (d, J=8.6 Hz, 2H), 7.78 (d, J=15.7 Hz, 1H), 7.60 (d, J=8.5 Hz, 2H), 7.42 (d, J=15.6 Hz, 1H), 6.99 (d, J=8.9 Hz, 2H), 6.93 (d, J=8.7 Hz, 2H), 4.23-4.09 (m, 3H), 3.85 (s, 3H), 2.96-2.... Product: COc1cc(N2CCN(C(=O)Cn3c(=O)oc4cc(Cl)ccc43)CC2)ccc1Cl. Starting materials: CN1CCCC1=O, COc1cc(N2CCN(C(=O)CCl)CC2)ccc1Cl, O=c1[nH]c2ccc(Cl)cc2o1, [K+], [K+], O=C([O-])[O-]. As a reaction SMILES: [CH3:37][N:38]1[CH2:39][CH2:40][CH2:41][C:42]1=[O:43].[Cl:1][CH2:2][C:3](=[O:4])[N:5]1[CH2:6][CH2:7][N:8]([c:11]2[cH:12][c:13]([O:18][CH3:19])[c:14]([Cl:17])[cH:15][cH:16]2)[CH2:9][CH2:10]1.[Cl:20][c:21]1[cH:22][c:23]2[c:24]([nH:25][c:26](=[O:28])[o:27]2)[cH:29][cH:30]1.[K+:31].[K+:32].[O-:33][C:34]([O-:35])=[O:36]>>[CH2:2]([C:3](=[O:4])[N:5]1[CH2:6][CH2:7][N:8]([c:11]2[cH:12][c:13]([O:18][CH3:19])[c:14]([Cl:17])[cH:15][cH:16]2)[CH2:9][CH2:10]1)[n:25]1[c:24]2[c:23]([cH:22][c:21]([Cl:20])[cH:30][cH:29]2)[o:27][c:26]1=[O:28]. Reactants: C=CC1C(CO)CC(C(=O)OC(C)(C)C)N1Cc1ccccc1, CC(=O)OC(C)=O, CN(C)c1ccncc1, c1ccncc1. The product is C=CC1C(COC(C)=O)CC(C(=O)OC(C)(C)C)N1Cc1ccccc1. Reaction SMILES: [C:1]([CH3:2])([CH3:3])([CH3:4])[O:5][C:6](=[O:7])[CH:8]1[CH2:9][CH:10]([CH2:22][OH:23])[CH:11]([CH:20]=[CH2:21])[N:12]1[CH2:13][c:14]1[cH:15][cH:16][cH:17][cH:18][cH:19]1.[CH3:24][C:25](=[O:26])[O:27][C:28](=[O:29])[CH3:30].[CH3:31][N:32]([CH3:33])[c:34]1[cH:35][cH:36][n:37][cH:38][cH:39]1.[cH:40]1[cH:41][cH:42][n:43][cH:44][cH:45]1>>[C:1]([CH3:2])([CH3:3])([CH3:4])[O:5][C:6](=[O:7])[CH:8]1[CH2:9][CH:10]([CH2:22][O:23][C:25]([CH3:24])=[O:26])[CH:11]([CH:20]=[CH2:21])[N:12]1[CH2:13][c:14]1[cH:15][cH:16][cH:17][cH:18][cH:19]1. Reactants: CCN(CC)P(OC(C)(C)C)OC(C)(C)C, CCOP(=O)(Cc1ccc(Nc2ncc(C(F)(F)F)c(Nc3ccc(C4CCC(O)CC4)c4c3C(=O)N(C)C4)n2)c(OC)c1)OCC, ClCCl, O=C(OO)c1cccc(Cl)c1, c1nnn[nH]1. The product is CCOP(=O)(Cc1ccc(Nc2ncc(C(F)(F)F)c(Nc3ccc(C4CCC(OP(=O)(OC(C)(C)C)OC(C)(C)C)CC4)c4c3C(=O)N(C)C4)n2)c(OC)c1)OCC. RXN SMILES: [C:48]([CH3:49])([CH3:50])([CH3:51])[O:52][P:53]([O:54][C:55]([CH3:56])([CH3:57])[CH3:58])[N:59]([CH2:60][CH3:61])[CH2:62][CH3:63].[CH2:1]([CH3:2])[O:3][P:4]([O:5][CH2:6][CH3:7])(=[O:8])[CH2:9][c:10]1[cH:11][c:12]([O:46][CH3:47])[c:13]([NH:16][c:17]2[n:18][cH:19][c:20]([C:42]([F:43])([F:44])[F:45])[c:21]([NH:23][c:24]3[c:25]4[c:29]([c:30]([CH:33]5[CH2:34][CH2:35][CH:36]([OH:39])[CH2:37][CH2:38]5)[cH:31][cH:32]3)[CH2:28][N:27]([CH3:40])[C:26]4=[O:41])[n:22]2)[cH:14][cH:15]1.[Cl:80][CH2:81][Cl:82].[OH:69][O:70][C:71]([c:72]1[cH:73][c:74]([Cl:75])[cH:76][cH:77][cH:78]1)=[O:79].[nH:64]1[cH:65][n:66][n:67][n:68]1>>[CH2:1]([CH3:2])[O:3][P:4]([O:5][CH2:6][CH3:7])(=[O:8])[CH2:9][c:10]1[cH:11][c:12]([O:46][CH3:47])[c:13]([NH:16][c:17]2[n:18][cH:19][c:20]([C:42]([F:43])([F:44])[F:45])[c:21]([NH:23][c:24]3[c:25]4[c:29]([c:30]([CH:33]5[CH2:34][CH2:35][CH:36]([O:39][P:53]([O:52][C:48]([CH3:49])([CH3:50])[CH3:51])([O:54][C:55]([CH3:56])([CH3:57])[CH3:58])=[O:69])[CH2:37][CH2:38]5)[cH:31][cH:32]3)[CH2:28][N:27]([CH3:40])[C:26]4=[O:41])[n:22]2)[cH:14][cH:15]1. The product is Cl.Cl.CC=1C=C(OCCCCN2CCC(CC2)NC)C=CC1C (1-[4-(3,4-Dimethylphenoxy)butyl]-4-(methylamino)piperidine dihydrochloride). RXN SMILES: O1C2(CCNCC2)OCC1.CC1C=C(C=CC=1C)OCCCCN1CCC(=O)CC1.[ClH:31].CN.C(O[BH-](OC(=O)C)OC(=O)C)(=O)C.[Na+].C(O)(=O)/C=C/C(O)=O.[CH3:56][N:57]([CH:68]1[CH2:73][CH2:72][N:71]([CH2:74][CH2:75][CH2:76][CH2:77][O:78][C:79]2[CH:84]=[CH:83][C:82]([CH3:85])=[C:81]([CH3:86])[CH:80]=2)[CH2:70][CH2:69]1)C(=NC1C=CC=CC=1)SC>>[ClH:31].[ClH:31].[CH3:86][C:81]1[CH:80]=[C:79]([CH:84]=[CH:83][C:82]=1[CH3:85])[O:78][CH2:77][CH2:76][CH2:75][CH2:74][N:71]1[CH2:72][CH2:73][CH:68]([NH:57][CH3:56])[CH2:69][CH2:70]1 |f:2.3,4.5,6.7,8.9.10|. The reactants are O1CCOC12CCNCC2 (1,4-dioxa-8-azaspiro[4.5]decane), Cl.CN (methylamine hydrochloride), C(C)(=O)O[BH-](OC(C)=O)OC(C)=O.[Na+] (sodium triacetoxyborohydride), CC=1C=C(OCCCCN2CCC(CC2)=O)C=CC1C (1-[4-(3,4-dimethylphenoxy)butyl]-4-piperidone), ketone, C(\C=C\C(=O)O)(=O)O.CN(C(SC)=NC1=CC=CC=C1)C1CCN(CC1)CCCCOC1=CC(=C(C=C1)C)C (1,2-Dimethyl-1-(1-[4-(3,4-dimethylphenoxy)butyl]piperidin-4-yl]-3-phenylisothiourea hydrogen fumarate). Procedure: 1,4-Dibromobutane, condensed with 3,4-dimethylphenol according to Ismaïel et al. (J. Med. Chem., 1993, 36, 2519-25), gives 1-[4-bromobutoxy]-3,4-dimethylbenzene with a yield of 86%. The condensation of this compound (according to the same authors) with 1,4-dioxa-8-azaspiro[4.5]decane gives, after deprotection, 1-[4-(3,4-dimethylphenoxy)butyl]-4-piperidone in the form of an orangey oil with a yield of 61%. The reductive amination of this ketone (4.33 g or 15.7 mmol) with methylamine hydrochloride... Reactants: ClCCCCBr, [H-], [Na+], CN(C)C=O, O, O=c1nc(-c2cccnc2)cc[nH]1. Yields the product O=c1nc(-c2cccnc2)ccn1CCCCCl. RXN SMILES: [Br:16][CH2:17][CH2:18][CH2:19][CH2:20][Cl:21].[H-:15].[Na+:14].[O:23]=[CH:24][N:25]([CH3:26])[CH3:27].[OH2:22].[n:1]1[cH:2][c:3](-[c:7]2[n:8][c:9](=[O:13])[nH:10][cH:11][cH:12]2)[cH:4][cH:5][cH:6]1>>[n:1]1[cH:2][c:3](-[c:7]2[n:8][c:9](=[O:13])[n:10]([CH2:17][CH2:18][CH2:19][CH2:20][Cl:21])[cH:11][cH:12]2)[cH:4][cH:5][cH:6]1.